Dataset: the Open Reaction Database (ORD), a public repository of structured organic reaction records. Task: describe an organic reaction: reactants, conditions, products, and yield The reactants are CCN(CC)C(=O)n1cc(C=O)c2ccccc21, COc1cccc(C[P+](c2ccccc2)(c2ccccc2)c2ccccc2)c1, [Cl-], C1CCOC1. The product is CCN(CC)C(=O)n1cc(C=Cc2cccc(OC)c2)c2ccccc21. RXN SMILES: [CH2:30]([CH3:31])[N:32]([C:33](=[O:34])[n:35]1[cH:36][c:37]([CH:44]=[O:45])[c:38]2[cH:39][cH:40][cH:41][cH:42][c:43]12)[CH2:46][CH3:47].[CH3:2][O:3][c:4]1[cH:5][c:6]([CH2:7][P+:8]([c:9]2[cH:10][cH:11][cH:12][cH:13][cH:14]2)([c:15]2[cH:16][cH:17][cH:18][cH:19][cH:20]2)[c:21]2[cH:22][cH:23][cH:24][cH:25][cH:26]2)[cH:27][cH:28][cH:29]1.[Cl-:1].[O:48]1[CH2:49][CH2:50][CH2:51][CH2:52]1>>[CH3:2][O:3][c:4]1[cH:5][c:6]([CH:7]=[CH:44][c:37]2[cH:36][n:35]([C:33]([N:32]([CH2:30][CH3:31])[CH2:46][CH3:47])=[O:34])[c:43]3[c:38]2[cH:39][cH:40][cH:41][cH:42]3)[cH:27][cH:28][cH:29]1. Reactants: NCCCC(O)CN1CCCCC1, Cc1cc(F)c(COc2nsc(NC(=O)Oc3ccccc3)c2C(N)=O)c(F)c1. The product is Cc1cc(F)c(COc2nsc(NC(=O)NCCCC(O)CN3CCCCC3)c2C(N)=O)c(F)c1. RXN SMILES: [NH2:30][CH2:31][CH2:32][CH2:33][CH:34]([CH2:35][N:36]1[CH2:37][CH2:38][CH2:39][CH2:40][CH2:41]1)[OH:42].[c:1]1([O:2][C:8]([NH:9][c:10]2[c:11]([C:26]([NH2:27])=[O:28])[c:12]([O:15][CH2:16][c:17]3[c:18]([F:25])[cH:19][c:20]([CH3:24])[cH:21][c:22]3[F:23])[n:13][s:14]2)=[O:29])[cH:3][cH:4][cH:5][cH:6][cH:7]1>>[C:8]([NH:9][c:10]1[c:11]([C:26]([NH2:27])=[O:28])[c:12]([O:15][CH2:16][c:17]2[c:18]([F:25])[cH:19][c:20]([CH3:24])[cH:21][c:22]2[F:23])[n:13][s:14]1)(=[O:29])[NH:30][CH2:31][CH2:32][CH2:33][CH:34]([CH2:35][N:36]1[CH2:37][CH2:38][CH2:39][CH2:40][CH2:41]1)[OH:42]. Starting materials: COCC(CO)O (3-Methoxy-propane-1,2 -diol), C(OCC)(OCC)=O (diethyl carbonate), [H-].[Na+] (sodium hydride), alcohol. The product is COCC1OC(OC1)=O (4-Methoxymethyl-1,3-dioxolane-2-one). As a reaction SMILES: [CH3:1][O:2][CH2:3][CH:4]([OH:7])[CH2:5][OH:6].[C:8](=O)(OCC)[O:9]CC.[H-].[Na+]>>[CH3:1][O:2][CH2:3][CH:4]1[CH2:5][O:6][C:8](=[O:9])[O:7]1 |f:2.3|. Procedure: A mixture of 14 g (0.132 mol) of compound 370487 (Method 2--Step 2), 31.16 g (0.264 mol) of diethyl carbonate in the presence of 0.108 g of 50% sodium hydride is heated until distillation of the alcohol formed. After completion of the reaction, the aimed product is distilled. The reactants are ClC1=NC=C(N=C1C)C (2-chloro-3,5-dimethylpyrazine), CC1(OB(OC1(C)C)C1=CC=C(C=C1)N(C1=CC=CC=C1)C1=CC=CC=C1)C (4,4,5,5-Tetramethyl-2-(4-diphenylaminophenyl)-1,3,2-dioxaborolane), C([O-])([O-])=O.[Na+].[Na+] (sodium carbonate). The reagents and catalysts are Cl[Pd]([P](C1=CC=CC=C1)(C2=CC=CC=C2)C3=CC=CC=C3)([P](C4=CC=CC=C4)(C5=CC=CC=C5)C6=CC=CC=C6)Cl (bis(triphenylphosphine)palladium(II) dichloride). Run in O (water), O (water), C(C)#N (acetonitrile). Conditions: temperature 50 celsius. Yields the product CC=1C(=NC=C(N1)C)C1=CC=C(C=C1)N(C1=CC=CC=C1)C1=CC=CC=C1 (3,5-Dimethyl-2-(4-diphenylaminophenyl)pyrazine). Isolated yield 30.0%. RXN SMILES: Cl[C:2]1[C:7]([CH3:8])=[N:6][C:5]([CH3:9])=[CH:4][N:3]=1.CC1(C)C(C)(C)OB([C:18]2[CH:23]=[CH:22][C:21]([N:24]([C:31]3[CH:36]=[CH:35][CH:34]=[CH:33][CH:32]=3)[C:25]3[CH:30]=[CH:29][CH:28]=[CH:27][CH:26]=3)=[CH:20][CH:19]=2)O1.C(=O)([O-])[O-].[Na+].[Na+]>Cl[Pd](Cl)([P](C1C=CC=CC=1)(C1C=CC=CC=1)C1C=CC=CC=1)[P](C1C=CC=CC=1)(C1C=CC=CC=1)C1C=CC=CC=1.O.C(#N)C>[CH3:8][C:7]1[C:2]([C:34]2[CH:33]=[CH:32][C:31]([N:24]([C:25]3[CH:30]=[CH:29][CH:28]=[CH:27][CH:26]=3)[C:21]3[CH:22]=[CH:23][CH:18]=[CH:19][CH:20]=3)=[CH:36][CH:35]=2)=[N:3][CH:4]=[C:5]([CH3:9])[N:6]=1 |f:2.3.4,^1:46,65|. Procedure: Next, there were put 0.36 g of 2-chloro-3,5-dimethylpyrazine, 0.92 g of 4,4,5,5-tetramethyl-2-(4-diphenylaminophenyl)-1,3,2-dioxaborolane obtained in Step 1, 0.26 g of sodium carbonate, 0.011 g of bis(triphenylphosphine)palladium(II) dichloride (abbreviation: Pd(PPh3)2Cl2), 10 mL of water, and 10 mL of acetonitrile in a recovery flask equipped with a reflux pipe. The air in the flask was replaced by argon. This reaction container was heated by microwave irradiation (2.45 GHz, 100 W) for 20 minut... Starting materials: C(CCC)C=1OC2=C(C1S(=O)(=O)C1=CC=C(C=C1)O)C=CC=C2 (2-n-Butyl-3-(4-hydroxyphenylsulfonyl)benzofuran), C([O-])([O-])=O.[K+].[K+] (potassium carbonate), C(Br)C1CO1 (epibromohydrin). The solvent is CC(=O)C (acetone). Yields the product C(CCC)C=1OC2=C(C1S(=O)(=O)C1=CC=C(C=C1)OCC1CO1)C=CC=C2 (2-n-butyl-3-[4-(2,3-epoxypropoxy)phenylsulfonyl]benzofuran). Reaction SMILES: [CH2:1]([C:5]1[O:6][C:7]2[CH:23]=[CH:22][CH:21]=[CH:20][C:8]=2[C:9]=1[S:10]([C:13]1[CH:18]=[CH:17][C:16]([OH:19])=[CH:15][CH:14]=1)(=[O:12])=[O:11])[CH2:2][CH2:3][CH3:4].C(=O)([O-])[O-].[K+].[K+].[CH2:30]([CH:32]1[O:34][CH2:33]1)Br>CC(C)=O>[CH2:1]([C:5]1[O:6][C:7]2[CH:23]=[CH:22][CH:21]=[CH:20][C:8]=2[C:9]=1[S:10]([C:13]1[CH:18]=[CH:17][C:16]([O:19][CH2:30][CH:32]2[O:34][CH2:33]2)=[CH:15][CH:14]=1)(=[O:12])=[O:11])[CH2:2][CH2:3][CH3:4] |f:1.2.3|. Reported procedure: 2-n-Butyl-3-(4-hydroxyphenylsulfonyl)benzofuran (1.5 g., 0.0045 mol.) was dissolved in 40 ml. of dry acetone containing 2.5 g. (0.018 mol.) of potassium carbonate and 2.46 g. (0.018 mol.) of epibromohydrin. The mixture was refluxed for ca. 16 hours then filtered. The solvent and excess epibromohydrin were removed in vacuo to give 2-n-butyl-3-[4-(2,3-epoxypropoxy)phenylsulfonyl]benzofuran. The reactants are P(Cl)(Cl)(Cl)(Cl)Cl (phosphorus pentachloride), COC(C(CCC1=CC=C(C=C1)C(CC)=O)C)=O (2-methyl-4-(4-propionylphenyl)butyric acid methyl ester). Solvent: CCOCC (ether). Conditions: time 16 hour. The product is COC(C(CCC1=CC=C(C=C1)C(=CC)Cl)C)=O (4-[4-(1-chloro-1-propenyl)phenyl]-2-methylbutyric acid methyl ester). RXN SMILES: P(Cl)(Cl)(Cl)(Cl)[Cl:2].[CH3:7][O:8][C:9](=[O:24])[CH:10]([CH3:23])[CH2:11][CH2:12][C:13]1[CH:18]=[CH:17][C:16]([C:19](=O)[CH2:20][CH3:21])=[CH:15][CH:14]=1>CCOCC>[CH3:7][O:8][C:9](=[O:24])[CH:10]([CH3:23])[CH2:11][CH2:12][C:13]1[CH:18]=[CH:17][C:16]([C:19]([Cl:2])=[CH:20][CH3:21])=[CH:15][CH:14]=1. Procedure details: 193 g of phosphorus pentachloride are added to a solution of 76.8 g of 2-methyl-4-(4-propionylphenyl)butyric acid methyl ester in one liter of anhydrous ether, and the mixture is stirred at room temperature for 16 hours and is subsequently heated at reflux for one hour. The mixture is slowly poured on ice, is stirred for one hour and extracted with ether. The 4-[4-(1-chloro-1-propenyl)phenyl]-2-methylbutyric acid methyl ester obtained after evaporating the ether extract, is distilled in a vacuum...